From a dataset of the Open Reaction Database (ORD), a public repository of structured organic reaction records. describe an organic reaction: reactants, conditions, products, and yield Reactants: CC#N, Cc1ccccc1, [I-], [Na+], CCOC(=O)C(=O)c1cc(OC)c(O)c([N+](=O)[O-])c1, Cl[Si](Cl)(Cl)Cl. The product is CCOC(=O)C(=O)c1cc(O)c(O)c([N+](=O)[O-])c1. As a reaction SMILES: [CH3:27][C:28]#[N:29].[CH3:30][c:31]1[cH:32][cH:33][cH:34][cH:35][cH:36]1.[I-:21].[Na+:20].[OH:1][c:2]1[c:3]([O:18][CH3:19])[cH:4][c:5]([C:11]([C:12](=[O:13])[O:14][CH2:15][CH3:16])=[O:17])[cH:6][c:7]1[N+:8](=[O:9])[O-:10].[Si:22]([Cl:23])([Cl:24])([Cl:25])[Cl:26]>>[OH:1][c:2]1[c:3]([OH:18])[cH:4][c:5]([C:11]([C:12](=[O:13])[O:14][CH2:15][CH3:16])=[O:17])[cH:6][c:7]1[N+:8](=[O:9])[O-:10]. Starting materials: C(C)(C)(C)OC(=O)N1C([C@@H]([C@@H]1C1=NC=CC=C1F)O[Si](C(C)C)(C(C)C)C(C)C)=O ((3R,4S)-1-(tert-butoxycarbonyl)-4-(3-fluoro-2-pyridyl)-3-triisopropylsilyloxy-2-azetidinone), C(C)(C)(C)OC(=O)N1C([C@@H]([C@@H]1C1=NC=CC=C1F)O[Si](C(C)C)(C(C)C)C(C)C)=O ((3R,4S)-1-(tert-butoxycarbonyl)-4-(3-fluoro-2-pyridyl)-3-triisopropylsilyloxy-2-azetidinone), O (water), C(C)(C)(C)OC(=O)N1C([C@@H]([C@@H]1C1=NC=CC=C1F)O[Si](C(C)C)(C(C)C)C(C)C)=O ((3R,4S)-1-(tert-butoxycarbonyl)-4-(3-fluoro-2-pyridyl)-3-triisopropylsilyloxy-2-azetidinone), BrC1=CC=C(C=C1)S (4-bromothiophenol), C([O-])([O-])=O.[K+].[K+] (potassium carbonate). Run in C(C)(C)OC(C)C (diisopropyl ether), C(C)(C)OC(C)C (diisopropyl ether). Reaction conditions: time 25 minute. Yields the product C(C)(C)(C)OC(=O)N[C@H]([C@H](C(SC1=CC=C(C=C1)Br)=O)O[Si](C(C)C)(C(C)C)C(C)C)C1=NC=CC=C1F (S-(4-bromophenyl) (2R,3S)-3-[(tert-butoxycarbonyl)amino]-3-(3-fluoro-2-pyridinyl)-2-[(triisopropylsilyl)oxy]propanethioate). Isolated yield 101.8%. As a reaction SMILES: [C:1]([O:5][C:6]([N:8]1[C@@H:11]([C:12]2[C:17]([F:18])=[CH:16][CH:15]=[CH:14][N:13]=2)[C@@H:10]([O:19][Si:20]([CH:27]([CH3:29])[CH3:28])([CH:24]([CH3:26])[CH3:25])[CH:21]([CH3:23])[CH3:22])[C:9]1=[O:30])=[O:7])([CH3:4])([CH3:3])[CH3:2].[Br:31][C:32]1[CH:37]=[CH:36][C:35]([SH:38])=[CH:34][CH:33]=1.C(=O)([O-])[O-].[K+].[K+].O>C(OC(C)C)(C)C>[C:1]([O:5][C:6]([NH:8][C@@H:11]([C:12]1[C:17]([F:18])=[CH:16][CH:15]=[CH:14][N:13]=1)[C@@H:10]([O:19][Si:20]([CH:24]([CH3:25])[CH3:26])([CH:21]([CH3:22])[CH3:23])[CH:27]([CH3:29])[CH3:28])[C:9](=[O:30])[S:38][C:35]1[CH:36]=[CH:37][C:32]([Br:31])=[CH:33][CH:34]=1)=[O:7])([CH3:3])([CH3:2])[CH3:4] |f:2.3.4|. Procedure: A concentrated residue (70.9 mmol) of (3R,4S)-1-(tert-butoxycarbonyl)-4-(3-fluoro-2-pyridyl)-3-triisopropylsilyloxy-2-azetidinone (compound 20) was dissolved in diisopropyl ether (240 mL), and 4-bromothiophenol (15.5 g, 82.0 mmol) and potassium carbonate (3 g) were added thereto, and stirred at room temperature for 25 minutes. The disappearance of (3R,4S)-1-(tert-butoxycarbonyl)-4-(3-fluoro-2-pyridyl)-3-triisopropylsilyloxy-2-azetidinone was confirmed, and then water (200 mL) and diisopropyl eth... Starting materials: Cl (hydrochloric acid), FC1=C(C(=O)O)C=CC(=C1F)F (2,3,4-trifluorobenzoic acid), BrC1=CC(=C(N)C=C1)Cl (4-bromo-2-chloroaniline), [NH2-].[Li+] (lithium amide). Solvent: C(C)#N (acetonitrile). Conditions: temperature 60 celsius, time 1.5 hour. Product: BrC1=CC(=C(C=C1)NC1=C(C(=O)O)C=CC(=C1F)F)Cl (2[(4-bromo-2-chlorophenyl)amino]-3,4-difluorobenzoic acid). The yield is 93.2%. Reaction SMILES: F[C:2]1[C:10]([F:11])=[C:9]([F:12])[CH:8]=[CH:7][C:3]=1[C:4]([OH:6])=[O:5].[Br:13][C:14]1[CH:20]=[CH:19][C:17]([NH2:18])=[C:16]([Cl:21])[CH:15]=1.[NH2-].[Li+].Cl>C(#N)C>[Br:13][C:14]1[CH:20]=[CH:19][C:17]([NH:18][C:2]2[C:10]([F:11])=[C:9]([F:12])[CH:8]=[CH:7][C:3]=2[C:4]([OH:6])=[O:5])=[C:16]([Cl:21])[CH:15]=1 |f:2.3|. Procedure details: To a solution of 2,3,4-trifluorobenzoic acid (1 g, 5.68 mmol) and 4-bromo-2-chloroaniline (1.2 g, 5.68 mmol) in acetonitrile (10 mL) was added lithium amide (0.39 g, 17.04 mmol) and the reaction stirred at 60° C. for 1.5 hours. The mixture was cooled to room temperature and then to 0° C. and acidified with aq. hydrochloric acid. The obtained precipitate was collected by filtration and washed with cold water and dried in vacuo to afford 2[(4-bromo-2-chlorophenyl)amino]-3,4-difluorobenzoic acid (1...